From a dataset of the Open Reaction Database (ORD), a public repository of structured organic reaction records. describe an organic reaction: reactants, conditions, products, and yield The reactants are COC[C@]12CC[C@@H](CC1=CC[C@H]1[C@@H]3CC[C@@H]([C@@]3(C)CC[C@H]21)O)O (19-Methoxyandrost-5-ene-3β,17β-diol). Solvent: C(C)(=O)OC(C)=O (acetic anhydride), N1=CC=CC=C1 (pyridine). Reaction conditions: time 8 hour. The product is C(C)(=O)O[C@@H]1CC2=CC[C@H]3[C@@H]4CC[C@@H]([C@@]4(C)CC[C@@H]3[C@]2(CC1)COC)OC(C)=O (19-methoxyandrost-5-ene-3β,17β-diol diacetate). RXN SMILES: [CH3:1][O:2][CH2:3][C@@:4]12[C@@H:21]3[C@H:12]([C@H:13]4[C@@:17]([CH2:19][CH2:20]3)([CH3:18])[C@@H:16]([OH:22])[CH2:15][CH2:14]4)[CH2:11][CH:10]=[C:9]1[CH2:8][C@@H:7]([OH:23])[CH2:6][CH2:5]2>C(OC(=O)C)(=O)C.N1C=CC=CC=1>[C:3]([O:23][C@H:7]1[CH2:6][CH2:5][C@@:4]2([CH2:3][O:2][CH3:1])[C:9](=[CH:10][CH2:11][C@@H:12]3[C@@H:21]2[CH2:20][CH2:19][C@@:17]2([CH3:18])[C@H:13]3[CH2:14][CH2:15][C@@H:16]2[O:22][C:16](=[O:22])[CH3:15])[CH2:8]1)(=[O:2])[CH3:4]. Procedure: 19-Methoxyandrost-5-ene-3β,17β-diol is dissolved in a mixture of acetic anhydride and pyridine and the solution allowed to stand overnight at room temperature. The solvents are removed under vacuum and the remaining residue crystallized from an acetone-hexane solution to yield 19-methoxyandrost-5-ene-3β,17β-diol diacetate. Reactants: [OH-].[Na+] (sodium hydroxide), solution, OO (hydrogen peroxide), solution, [OH-].[Na+] (Sodium hydroxide), solution, C12CCCC(CCC1)B2 (9-Borabicyclo[3.3.1]nonane), C1(=CC=C(C=C1)S(=O)(=O)N1C=C(C2=CC(=CC=C12)C#N)C1C(C1)C=C)C (1-(toluene-4-sulfonyl)-3-(2-vinyl-cyclopropyl)-1H-indole-5-carbonitrile). Run in C(C)O (ethanol), C1CCOC1 (THF). Conditions: temperature 30 celsius. The product is OCCC1C(C1)C1=CN(C2=CC=C(C=C12)C#N)S(=O)(=O)C1=CC=C(C=C1)C (3-[2-(2-hydroxy-ethyl)-cyclopropyl]-1-(toluene-4-sulfonyl)-1H-indole-5-carbonitrile). Yield: 45.0%. RXN SMILES: C12BC(CCC1)CCC2.[C:10]1([CH3:35])[CH:15]=[CH:14][C:13]([S:16]([N:19]2[C:27]3[C:22](=[CH:23][C:24]([C:28]#[N:29])=[CH:25][CH:26]=3)[C:21]([CH:30]3[CH2:32][CH:31]3[CH:33]=[CH2:34])=[CH:20]2)(=[O:18])=[O:17])=[CH:12][CH:11]=1.[OH-:36].[Na+].OO>C1COCC1.C(O)C>[OH:36][CH2:34][CH2:33][CH:31]1[CH2:32][CH:30]1[C:21]1[C:22]2[C:27](=[CH:26][CH:25]=[C:24]([C:28]#[N:29])[CH:23]=2)[N:19]([S:16]([C:13]2[CH:12]=[CH:11][C:10]([CH3:35])=[CH:15][CH:14]=2)(=[O:18])=[O:17])[CH:20]=1 |f:2.3|. Procedure details: 9-Borabicyclo[3.3.1]nonane (4.1 ml of 0.5 M THF solution, 2.05 mmol) was added drop wise under a nitrogen atmosphere to a stirred solution of 1-(toluene-4-sulfonyl)-3-(2-vinyl-cyclopropyl)-1H-indole-5-carbonitrile (735 mg, 2.01 mmol) in dry THF (6 ml). The solution was heated to 30° C. for 6 hr and then cooled to 20° C. Absolute ethanol (12 ml), sodium hydroxide (2.6 ml of a 1N solution, 2.6 mmol), and hydrogen peroxide (0.85 ml of a 30% solution) were added sequentially to the stirred solution.... Reactants: COC(=O)CBr, O=C([O-])[O-], CC(C)=O, [K+], [K+], CC(=O)Nc1ccc(O)cc1. As a reaction SMILES: [Br:18][CH2:19][C:20](=[O:21])[O:22][CH3:23].[C:12](=[O:13])([O-:14])[O-:15].[CH3:24][C:25](=[O:26])[CH3:27].[K+:16].[K+:17].[NH:1]([C:2](=[O:3])[CH3:4])[c:5]1[cH:6][cH:7][c:8]([OH:11])[cH:9][cH:10]1>>[NH:1]([C:2](=[O:3])[CH3:4])[c:5]1[cH:6][cH:7][c:8]([O:11][CH2:19][C:20](=[O:21])[O:22][CH3:23])[cH:9][cH:10]1. Yields the product COC(=O)COc1ccc(NC(C)=O)cc1. Reactants: O[C@@](CC(=O)O)(C(C)C)CCC1=CC=CC=C1 ((S)-3-Hydroxy-4-methyl-3-(2-phenyl-ethyl)-pentanoic acid), Cl (HCl), C[C@H](C1=CC=CC=C1)N ((R)-α-methylbenzylamine). Yields the product O[C@](CC(=O)O)(C(C)C)CCC1=CC=CC=C1 ((R)-3-Hydroxy-4-methyl-3-(2-phenyl-ethyl)-pentanoic acid). Reaction SMILES: [OH:1][C@:2]([CH2:10][CH2:11][C:12]1[CH:17]=[CH:16][CH:15]=[CH:14][CH:13]=1)([CH:7]([CH3:9])[CH3:8])[CH2:3][C:4]([OH:6])=[O:5].Cl.C[C@@H](N)C1C=CC=CC=1>>[OH:1][C@@:2]([CH2:10][CH2:11][C:12]1[CH:13]=[CH:14][CH:15]=[CH:16][CH:17]=1)([CH:7]([CH3:8])[CH3:9])[CH2:3][C:4]([OH:6])=[O:5]. Procedure details: The mother liquor from the isolation of diastereomeric salt G-10 (S) was treated with 1N HCl and extracted with EtOAc. The organic phase was washed with brine, dried (MgSO4), filtered and concentrated to liberate the free β-hydroxy acid. HPLC analysis indicated the isolated material was 73% (R):27% (S). β-Hydroxy acid G-10 (1 equiv.) was dissolved in 600 mL EtOAc and treated with (R)-α-methylbenzylamine (0.74 equiv.). The resulting suspension was placed on a steam bath and heated to reflux. The ... Starting materials: [N+](=O)([O-])C=1C=C(C=CC1[N+](=O)[O-])OC (3,4-dinitroanisole), N1C=CC2=CC(=CC=C12)NC(=O)C1=CC=C(C=O)C=C1 (4-(5-indolylaminocarbonyl)benzaldehyde). The product is N1C=CC2=CC(=CC=C12)NC(C1=CC=C(C=C1)C1=NC2=C(N1)C=C(C=C2)OC)=O (N-(1H-Indol-5-yl)-4-(6-methoxy-1H-benzo[d]imidazol-2-yl)benzamide). RXN SMILES: [N+:1]([C:4]1[CH:5]=[C:6]([O:13][CH3:14])[CH:7]=[CH:8][C:9]=1[N+:10]([O-])=O)([O-])=O.[NH:15]1[C:23]2[C:18](=[CH:19][C:20]([NH:24][C:25]([C:27]3[CH:34]=[CH:33][C:30]([CH:31]=O)=[CH:29][CH:28]=3)=[O:26])=[CH:21][CH:22]=2)[CH:17]=[CH:16]1>>[NH:15]1[C:23]2[C:18](=[CH:19][C:20]([NH:24][C:25](=[O:26])[C:27]3[CH:34]=[CH:33][C:30]([C:31]4[NH:1][C:4]5[CH:5]=[C:6]([O:13][CH3:14])[CH:7]=[CH:8][C:9]=5[N:10]=4)=[CH:29][CH:28]=3)=[CH:21][CH:22]=2)[CH:17]=[CH:16]1. Procedure details: Compound 654 was prepared according to the procedure similar to that described in Scheme III from 3,4-dinitroanisole and 4-(5-indolylaminocarbonyl)benzaldehyde. [M+H]+ calcd for C23H18N4O2: 383.14; found: 383.01. Starting materials: OCN1C(CN(CC1=O)CCN1CC(N(C(C1)=O)CO)=O)=O (1,2-bis(4-hydroxymethyl-3,5-dioxopiperazin-1-yl)ethane), C1(=CC=CS1)C(=O)Cl (thenoyl chloride). Solvent: N1=CC=CC=C1 (pyridine). Run at time 4 hour. The product is C1(=CC=CS1)C(=O)OCN1C(CN(CC1=O)CCN1CC(N(C(C1)=O)COC(C1=CC=CS1)=O)=O)=O (1,2-Bis[4-(2-thenoyloxymethyl)-3,5-dioxopiperazin-1-yl]ethane). Yield: 76.5%. RXN SMILES: [OH:1][CH2:2][N:3]1[C:8](=[O:9])[CH2:7][N:6]([CH2:10][CH2:11][N:12]2[CH2:17][C:16](=[O:18])[N:15]([CH2:19][OH:20])[C:14](=[O:21])[CH2:13]2)[CH2:5][C:4]1=[O:22].[C:23]1([C:28](Cl)=[O:29])[S:27][CH:26]=[CH:25][CH:24]=1>N1C=CC=CC=1>[C:23]1([C:28]([O:20][CH2:19][N:15]2[C:14](=[O:21])[CH2:13][N:12]([CH2:11][CH2:10][N:6]3[CH2:7][C:8](=[O:9])[N:3]([CH2:2][O:1][C:28](=[O:29])[C:23]4[S:27][CH:26]=[CH:25][CH:24]=4)[C:4](=[O:22])[CH2:5]3)[CH2:17][C:16]2=[O:18])=[O:29])[S:27][CH:26]=[CH:25][CH:24]=1. Procedure details: To a mixture of 1,2-bis(4-hydroxymethyl-3,5-dioxopiperazin-1-yl)ethane (6.30 g, 22 m mol) and pyridine (60 ml), thenoyl chloride (6.45 g, 44 m mol) was added gradually at 0° C., and then the mixture was stirred for 4 hours at room temperature. The solvent was removed from the reaction mixture under reduced pressure, and the residue was extracted with chloroform. The extract solution was washed with 10% sulfuric acid solution and successively with water, and was dried over magnesium sulfate. The ... Reactants: [H-].[Na+] (sodium hydride), [Cl-].[NH4+] (ammonium chloride), CN(C=O)C (N,N-dimethylformamide), FC(C1=CC(=NC=C1)C=1NOC(N1)=O)(F)F (3-(4-trifluoromethylpyridin-2-yl)-1,2,4-oxadiazol-5-one), C(C)(=O)[O-] (acetate). Conditions: time 10 minute. Product: C(C)(=O)OCN1C(=NOC1=O)C1=NC=CC(=C1)C(F)(F)F (4-(acetoxy)methyl-3-(4-trifluoromethylpyridin-2-yl)-1,2,4-oxadiazol-5-one). As a reaction SMILES: [H-].[Na+].[F:3][C:4]([F:18])([F:17])[C:5]1[CH:10]=[CH:9][N:8]=[C:7]([C:11]2[NH:12][O:13][C:14](=[O:16])[N:15]=2)[CH:6]=1.[C:19]([O-:22])(=[O:21])[CH3:20].[Cl-].[NH4+].[CH3:25]N(C)C=O>>[C:19]([O:22][CH2:25][N:15]1[C:14](=[O:16])[O:13][N:12]=[C:11]1[C:7]1[CH:6]=[C:5]([C:4]([F:3])([F:17])[F:18])[CH:10]=[CH:9][N:8]=1)(=[O:21])[CH3:20] |f:0.1,4.5|. Reported procedure: Into 2 ml of N,N-dimethylformamide was suspended 0.05 g of sodium hydride (60% oily), and 0.2 g of 3-(4-trifluoromethylpyridin-2-yl)-1,2,4-oxadiazol-5-one was added at room temperature. After stirring for 10 minutes, 0.14 g of chloromethyl=acetate was added, and the mixture was stirred for 2 hours, and at 60° C. for 3 hours. This mixture was allowed to cool to room temperature, and the reaction solution was poured into an aqueous saturated ammonium chloride solution, followed by extraction with ...